This data is from the Open Reaction Database (ORD), a public repository of structured organic reaction records. The task is: describe an organic reaction: reactants, conditions, products, and yield The reactants are ClC1=NN=NN1C1=CC=CC=C1 (5-chloro-1-phenyl-1H-tetrazole), N1(CCNCC1)C(=O)OC(C)(C)C (tert-butyl piperazine-1-carboxylate). Solvent: CN(C)C=O (DMF). Yields the product C1(=CC=CC=C1)N1N=NN=C1N1CCNCC1 (1-(1-Phenyl-1H-tetrazol-5-yl)piperazine). As a reaction SMILES: Cl[C:2]1[N:6]([C:7]2[CH:12]=[CH:11][CH:10]=[CH:9][CH:8]=2)[N:5]=[N:4][N:3]=1.[N:13]1(C(OC(C)(C)C)=O)[CH2:18][CH2:17][NH:16][CH2:15][CH2:14]1>CN(C=O)C>[C:7]1([N:6]2[C:2]([N:13]3[CH2:18][CH2:17][NH:16][CH2:15][CH2:14]3)=[N:3][N:4]=[N:5]2)[CH:12]=[CH:11][CH:10]=[CH:9][CH:8]=1. Procedure details: Preparation took place by reacting 5-chloro-1-phenyl-1H-tetrazole with tert-butyl piperazine-1-carboxylate in DMF at 40° C. The reactants are CNC1=CC=NC=C1C#N (4-methylamino-nicotinonitrile), BrCC(=O)OCC (ethyl bromoacetate), [H-].[Na+] (Sodium hydride). The solvent is CN(C)C=O (DMF), CN(C)C=O (DMF), CN(C)C=O (DMF). Reaction conditions: temperature 2.5 celsius, time 30 minute. Yields the product resultant residue, C(C)OC(=O)C1=C(C=2C=NC=CC2N1C)N (3-Amino-1-methyl-1H-pyrrolo[3,2-c]pyridine-2-carboxylic acid ethyl ester). Yield: 37.1%. RXN SMILES: [H-].[Na+].[CH3:3][NH:4][C:5]1[C:10]([C:11]#[N:12])=[CH:9][N:8]=[CH:7][CH:6]=1.Br[CH2:14][C:15]([O:17][CH2:18][CH3:19])=[O:16]>CN(C=O)C>[CH2:18]([O:17][C:15]([C:14]1[N:4]([CH3:3])[C:5]2[CH:6]=[CH:7][N:8]=[CH:9][C:10]=2[C:11]=1[NH2:12])=[O:16])[CH3:19] |f:0.1|. Procedure: Sodium hydride (9.0 g, 60% dispersion, 225 mmol) was suspended in DMF (150 mL) and cooled to 0-5° C. A solution of 4-methylamino-nicotinonitrile (20.0 g, 150 mmol) in DMF (100 mL) was added dropwise over ca. 20 minutes and the resulting mixture stirred cold for 30 minutes and then treated with a solution of ethyl bromoacetate (34.0 g, 225 mmol) in DMF (50 mL). The solution was allowed to warm to room temperature over 1 hour. The mixture was partitioned between ethyl acetate and water and the aqu... Starting materials: C1(=CC=CC=C1)C1COC2=C(O1)C=CC(=C2)OC2=NC=C(C=C2)[N+](=O)[O-] (2-(2,3-dihydro-2-phenyl-benzo[1,4]dioxin-6-yloxy)-5-nitropyridine), C1(=CC=CC=C1)C1COC2=C(O1)C=CC(=C2)O (2,3-dihydro-2-phenyl-benzo[1,4]dioxin-6-ol), ClC1=NC=CC=C1[N+](=O)[O-] (2-chloro-3-nitropyridine). The product is C1(=CC=CC=C1)C1COC2=C(O1)C=CC(=C2)OC2=NC=CC=C2[N+](=O)[O-] (2-(2,3-Dihydro-2-phenyl-benzo[1,4]dioxin-6-yloxy)-3-nitropyridine). Reaction SMILES: [C:1]1([CH:7]2[O:12][C:11]3[CH:13]=[CH:14][C:15]([O:17]C4C=CC([N+]([O-])=O)=CN=4)=[CH:16][C:10]=3[O:9][CH2:8]2)[CH:6]=[CH:5][CH:4]=[CH:3][CH:2]=1.C1(C2OC3C=CC(O)=CC=3OC2)C=CC=CC=1.Cl[C:45]1[C:50]([N+:51]([O-:53])=[O:52])=[CH:49][CH:48]=[CH:47][N:46]=1>>[C:1]1([CH:7]2[O:12][C:11]3[CH:13]=[CH:14][C:15]([O:17][C:45]4[C:50]([N+:51]([O-:53])=[O:52])=[CH:49][CH:48]=[CH:47][N:46]=4)=[CH:16][C:10]=3[O:9][CH2:8]2)[CH:6]=[CH:5][CH:4]=[CH:3][CH:2]=1. Reported procedure: 2-(2,3-Dihydro-2-phenyl-benzo[1,4]dioxin-6-yloxy)-3-nitropyridine was prepared in the same way as 2-(2,3-dihydro-2-phenyl-benzo[1,4]dioxin-6-yloxy)-5-nitropyridine above from 2,3-dihydro-2-phenyl-benzo[1,4]dioxin-6-ol (80 mg) and 2-chloro-3-nitropyridine (56 mg). Yield is 30 mg and mp <60° C. 1H NMR (DMSO-d6) δ=4.16 (dd, J=8.6, 11.4 Hz, 1H), 4.46 (dd, J=11.4, 2.5 Hz, 1H), 5.27 (dd, J=2.5, 8.6 Hz, 1H), 6.73 (dd, J=2.5, 8.6 Hz, 1H), 6.85 (d, J=2.5 Hz, 1H), 7.03 (d, J=8.6 Hz, 1H), 7.34-7.52 (m, 6H)... Starting materials: C(C)(C)(C)OC(=O)NC(C(=O)O)CCO (2-tert-Butoxycarbonylamino-4-hydroxy-butyric acid), C[Si](C)(C)C=[N+]=[N-] ((trimethylsilyl)diazomethane). Run in CO (methanol). Product: COC(C(CCO)NC(=O)OC(C)(C)C)=O (2-tert-butoxycarbonylamino-4-hydroxy-butyric acid methyl ester). RXN SMILES: [C:1]([O:5][C:6]([NH:8][CH:9]([CH2:13][CH2:14][OH:15])[C:10]([OH:12])=[O:11])=[O:7])([CH3:4])([CH3:3])[CH3:2].[CH3:16][Si](C=[N+]=[N-])(C)C>CO>[CH3:16][O:11][C:10](=[O:12])[CH:9]([NH:8][C:6]([O:5][C:1]([CH3:4])([CH3:3])[CH3:2])=[O:7])[CH2:13][CH2:14][OH:15]. Reported procedure: 2-tert-Butoxycarbonylamino-4-hydroxy-butyric acid (0.79 g, 3.6 mmol) was dissolved in 15 ml methanol at room temperature and (trimethylsilyl)diazomethane (2M solution in hexane) was added till solution become yellow. The mixture was concentrated down to afford crude 2-tert-butoxycarbonylamino-4-hydroxy-butyric acid methyl ester. The reactants are ClC(=O)OC(C)Cl (1-chloroethyl chloroformate), C(C1=CC=CC=C1)N1CCC(=CC1)N(C(C(C1=CC=CC=C1)(O)C1CCCCC1)=O)C (N-(1-benzyl-1,2,3,6-tetrahydropyridin-4-yl)-methyl-2-cyclohexyl-2-hydroxy-2-phenylacetamide). Run in C(Cl)Cl (methylene chloride), C(Cl)Cl (methylene chloride). The product is N1CCC(=CC1)CNC(C(C1=CC=CC=C1)(O)C1CCCCC1)=O (N-(1,2,3,6-tetrahydropyridin-4-yl)methyl-2-cyclohexyl-2-hydroxy-2-phenylacetamide). As a reaction SMILES: ClC(O[CH:5](Cl)[CH3:6])=O.C(N1CC=C([N:21]([CH3:38])[C:22](=[O:37])[C:23]([CH:31]2[CH2:36][CH2:35][CH2:34][CH2:33][CH2:32]2)([OH:30])[C:24]2[CH:29]=[CH:28][CH:27]=[CH:26][CH:25]=2)CC1)C1C=CC=CC=1>C(Cl)Cl>[NH:21]1[CH2:6][CH:5]=[C:24]([CH2:38][NH:21][C:22](=[O:37])[C:23]([CH:31]2[CH2:36][CH2:35][CH2:34][CH2:33][CH2:32]2)([OH:30])[C:24]2[CH:25]=[CH:26][CH:27]=[CH:28][CH:29]=2)[CH2:23][CH2:22]1. Procedure: A solution of 1-chloroethyl chloroformate (0.53 ml) in methylene chloride (5 ml) was added dropwise to a solution of N-(1-benzyl-1,2,3,6-tetrahydropyridin-4-yl)-methyl-2-cyclohexyl-2-hydroxy-2-phenylacetamide (1.50 g) in methylene chloride (25 ml) below 7° C. After being refluxed for 1 hour, the reaction mixture was evaporated in vacuo. To the residue was added methanol (20 ml) and the mixture was refluxed for 1.5 hours. The reaction mixture was evaporated in vacuo, and to the residue was added ...